This data is from the Open Reaction Database (ORD), a public repository of structured organic reaction records. The task is: describe an organic reaction: reactants, conditions, products, and yield Starting materials: C=C1C(=O)C2CCN1CC2, CCO, CC[O-], CC(=O)O, CCOC(=O)C(C)C(=O)OCC, [Na+], [Na]. Yields the product CCOC(=O)C(C)(CC1C(=O)C2CCN1CC2)C(=O)OCC. As a reaction SMILES: [CH2:18]=[C:19]1[N:20]2[CH2:21][CH2:22][CH:23]([C:24]1=[O:25])[CH2:26][CH2:27]2.[CH3:28][CH2:29][OH:30].[CH3:2][CH2:3][O-:4].[CH3:31][C:32](=[O:33])[OH:34].[CH3:6][CH:7]([C:8](=[O:9])[O:10][CH2:11][CH3:12])[C:13](=[O:14])[O:15][CH2:16][CH3:17].[Na+:1].[Na:5]>>[CH3:6][C:7]([C:8](=[O:9])[O:10][CH2:11][CH3:12])([C:13](=[O:14])[O:15][CH2:16][CH3:17])[CH2:18][CH:19]1[N:20]2[CH2:21][CH2:22][CH:23]([C:24]1=[O:25])[CH2:26][CH2:27]2.